From a dataset of the Open Reaction Database (ORD), a public repository of structured organic reaction records. describe an organic reaction: reactants, conditions, products, and yield The reactants are C, O=c1[nH]c2cc(F)c(NCC3=Cc4ccccc4CC3)cc2o1, [Pd]. Yields the product O=c1[nH]c2cc(F)c(NCC3CCc4ccccc4C3)cc2o1. As a reaction SMILES: [C:24].[F:1][c:2]1[c:3]([NH:12][CH2:13][C:14]2=[CH:15][c:16]3[cH:17][cH:18][cH:19][cH:20][c:21]3[CH2:22][CH2:23]2)[cH:4][c:5]2[c:6]([nH:7][c:8](=[O:10])[o:9]2)[cH:11]1.[Pd:25]>>[F:1][c:2]1[c:3]([NH:12][CH2:13][CH:14]2[CH2:15][c:16]3[cH:17][cH:18][cH:19][cH:20][c:21]3[CH2:22][CH2:23]2)[cH:4][c:5]2[c:6]([nH:7][c:8](=[O:10])[o:9]2)[cH:11]1. Reactants: CN(C)CC1C(C2=CC=C(C=C2C1)OC)=O (2-dimethylaminomethyl-5-methoxy-indan-1-one), O (water), C(CCC)[Li] (n-butyllithium), BrC=1C=NC=CC1 (3-bromopyridine). Solvent: C(C)OCC (diethyl ether), C(C)OCC (diethyl ether). Run at time 40 minute. Yields the product CN(C)CC1C(C2=CC=C(C=C2C1)OC)(O)C=1C=NC=CC1 (2-dimethylaminomethyl-5-methoxy-1-pyridin-3-yl-indan-1-ol). RXN SMILES: C([Li])CCC.Br[C:7]1[CH:8]=[N:9][CH:10]=[CH:11][CH:12]=1.[CH3:13][N:14]([CH2:16][CH:17]1[CH2:25][C:24]2[C:19](=[CH:20][CH:21]=[C:22]([O:26][CH3:27])[CH:23]=2)[C:18]1=[O:28])[CH3:15].O>C(OCC)C>[CH3:15][N:14]([CH2:16][CH:17]1[CH2:25][C:24]2[C:19](=[CH:20][CH:21]=[C:22]([O:26][CH3:27])[CH:23]=2)[C:18]1([C:7]1[CH:8]=[N:9][CH:10]=[CH:11][CH:12]=1)[OH:28])[CH3:13]. Reported procedure: 47 ml of n-butyllithium solution (1.6 mol./l in n-hexane) were added dropwise at a temperature of from −30 to −35° C. to a solution of 7.3 ml of 3-bromopyridine in about 125 ml of diethyl ether p.a. After a further 20 minutes at that temperature, 11 g of 2-dimethylaminomethyl-5-methoxy-indan-1-one, dissolved in diethyl ether p.a., were added dropwise, with continued cooling, stirring was continued for 40 minutes at that temperature, and heating was carried out overnight to room temperature. Then... The reactants are ClCCN1CCC(Cc2ccccc2)CC1, N#CCc1ccc(Cl)c(Cl)c1, [NH2-], [Na], O. The product is N#CC(CCN1CCC(Cc2ccccc2)CC1)c1ccc(Cl)c(Cl)c1. As a reaction SMILES: [CH2:14]([c:15]1[cH:16][cH:17][cH:18][cH:19][cH:20]1)[CH:21]1[CH2:22][CH2:23][N:24]([CH2:27][CH2:28][Cl:29])[CH2:25][CH2:26]1.[Cl:3][c:4]1[cH:5][c:6]([CH2:11][C:12]#[N:13])[cH:7][cH:8][c:9]1[Cl:10].[NH2-:2].[Na:1].[OH2:30]>>[Cl:3][c:4]1[cH:5][c:6]([CH:11]([C:12]#[N:13])[CH2:28][CH2:27][N:24]2[CH2:23][CH2:22][CH:21]([CH2:14][c:15]3[cH:16][cH:17][cH:18][cH:19][cH:20]3)[CH2:26][CH2:25]2)[cH:7][cH:8][c:9]1[Cl:10]. The reactants are CCCC[Sn](Cl)(CCCC)CCCC, C1CCOC1, CC(C)[Mg+], [Cl-], [Cl-], [Cl-], Cc1cc(-c2ccc(Cl)c(C)c2)nc(-n2cnc(I)c2)n1, [Li+], [NH4+]. Yields the product CCCC[Sn](CCCC)(CCCC)c1cn(-c2nc(C)cc(-c3ccc(Cl)c(C)c3)n2)cn1. Reaction SMILES: [CH2:29]([CH2:30][CH2:31][CH3:32])[Sn:33]([CH2:34][CH2:35][CH2:36][CH3:37])([CH2:38][CH2:39][CH2:40][CH3:41])[Cl:42].[CH2:45]1[O:46][CH2:47][CH2:48][CH2:49]1.[CH:25]([Mg+:26])([CH3:27])[CH3:28].[Cl-:22].[Cl-:24].[Cl-:43].[Cl:1][c:2]1[c:3]([CH3:21])[cH:4][c:5](-[c:8]2[n:9][c:10](-[n:15]3[cH:16][n:17][c:18]([I:20])[cH:19]3)[n:11][c:12]([CH3:14])[cH:13]2)[cH:6][cH:7]1.[Li+:23].[NH4+:44]>>[Cl:1][c:2]1[c:3]([CH3:21])[cH:4][c:5](-[c:8]2[n:9][c:10](-[n:15]3[cH:16][n:17][c:18]([Sn:33]([CH2:29][CH2:30][CH2:31][CH3:32])([CH2:34][CH2:35][CH2:36][CH3:37])[CH2:38][CH2:39][CH2:40][CH3:41])[cH:19]3)[n:11][c:12]([CH3:14])[cH:13]2)[cH:6][cH:7]1. Reactants: O=C(OCc1ccccc1)N1CCC(CO)CC1, ClCCl, [Na+], [OH-]. Yields the product O=CC1CCN(C(=O)OCc2ccccc2)CC1. As a reaction SMILES: [CH2:1]([c:2]1[cH:3][cH:4][cH:5][cH:6][cH:7]1)[O:8][C:9](=[O:10])[N:11]1[CH2:12][CH2:13][CH:14]([CH2:17][OH:18])[CH2:15][CH2:16]1.[CH2:21]([Cl:22])[Cl:23].[Na+:20].[OH-:19]>>[CH2:1]([c:2]1[cH:3][cH:4][cH:5][cH:6][cH:7]1)[O:8][C:9](=[O:10])[N:11]1[CH2:12][CH2:13][CH:14]([CH:17]=[O:18])[CH2:15][CH2:16]1. Yields the product COC=1C=C2C(=C(NC2=CC1)CCC)C=O (5-methoxy-2-propylindole-3-carboxaldehyde). Reported procedure: Dimethylformamide (2 mL) was cooled to 0° C. Phosphorus oxychloride (0.5 mL) was added and the reaction mixture was stirred for 10 minutes. A solution of 5-methoxy-2-propylindole (325 mg, 1.7 mmol) in dimethylformamide (3 mL) was added to the reaction mixture dropwise over 10 minutes. The solution was stirred for an additional 40 minutes. The reaction mixture was added to ice cold 1 N NaOH (50 mL) and stirred for 10 minutes. The precipitate was collected and dried overnight in an oil driven vacu... Conditions: time 10 minute. RXN SMILES: P(Cl)(Cl)(Cl)=O.[CH3:6][O:7][C:8]1[CH:9]=[C:10]2[C:14](=[CH:15][CH:16]=1)[NH:13][C:12]([CH2:17][CH2:18][CH3:19])=[CH:11]2.CN(C)[CH:22]=[O:23]>>[CH3:6][O:7][C:8]1[CH:9]=[C:10]2[C:14](=[CH:15][CH:16]=1)[NH:13][C:12]([CH2:17][CH2:18][CH3:19])=[C:11]2[CH:22]=[O:23]. The reactants are P(=O)(Cl)(Cl)Cl (Phosphorus oxychloride), CN(C=O)C (Dimethylformamide), COC=1C=C2C=C(NC2=CC1)CCC (5-methoxy-2-propylindole), CN(C=O)C (dimethylformamide), ice. Isolated yield 86.0%.